Dataset: the Open Reaction Database (ORD), a public repository of structured organic reaction records. Task: describe an organic reaction: reactants, conditions, products, and yield Reactants: CNC1(CCCCC1=O)C=2C=CC=CC2Cl.Cl (ketamine hydrochloride), CNC1(CCCCC1=O)C=2C=CC=CC2Cl.Cl (ketamine hydrochloride), CCOCCOCCO (ethoxy diglycol), base. Reaction SMILES: [CH3:1][NH:2][C:3]1([C:10]2[CH:11]=[CH:12][CH:13]=[CH:14][C:15]=2[Cl:16])[C:8](=[O:9])[CH2:7][CH2:6][CH2:5][CH2:4]1.Cl.CCOCCOCCO>>[CH3:1][NH:2][C:3]1([C:10]2[CH:11]=[CH:12][CH:13]=[CH:14][C:15]=2[Cl:16])[C:8](=[O:9])[CH2:7][CH2:6][CH2:5][CH2:4]1 |f:0.1|. The product is CNC1(CCCCC1=O)C=2C=CC=CC2Cl (ketamine). Procedure: 0.3750 gm ketamine hydrochloride USP, is wetted with 1.5 ml of ethoxy diglycol reagent, and stirred into 75 gm of the base cream prepared as per example 3 and triple milled. A cream-type preparation results which contains ketamine hydrochloride @ 5 mg/ml. The reactants are O=C([O-])O, ClCCl, CCOC(C)=O, NNC(=O)C(CCCCl)c1cc(F)c(F)c(F)c1, Cl, COc1cc(C=C(F)C(=O)O)ccc1-n1cnc(C)c1, [Na+], O. The product is COc1cc(C=C(F)C(=O)NNC(=O)C(CCCCl)c2cc(F)c(F)c(F)c2)ccc1-n1cnc(C)c1. As a reaction SMILES: [C:47](=[O:48])([OH:49])[O-:50].[CH2:52]([Cl:53])[Cl:54].[CH3:40][CH2:41][O:42][C:43](=[O:44])[CH3:45].[Cl:2][CH2:3][CH2:4][CH2:5][CH:6]([C:7](=[O:8])[NH:9][NH2:10])[c:11]1[cH:12][c:13]([F:19])[c:14]([F:18])[c:15]([F:17])[cH:16]1.[ClH:1].[F:20][C:21]([C:22](=[O:23])[OH:24])=[CH:25][c:26]1[cH:27][c:28]([O:38][CH3:39])[c:29](-[n:32]2[cH:33][n:34][c:35]([CH3:37])[cH:36]2)[cH:30][cH:31]1.[Na+:51].[OH2:46]>>[Cl:2][CH2:3][CH2:4][CH2:5][CH:6]([C:7](=[O:8])[NH:9][NH:10][C:22]([C:21]([F:20])=[CH:25][c:26]1[cH:27][c:28]([O:38][CH3:39])[c:29](-[n:32]2[cH:33][n:34][c:35]([CH3:37])[cH:36]2)[cH:30][cH:31]1)=[O:23])[c:11]1[cH:12][c:13]([F:19])[c:14]([F:18])[c:15]([F:17])[cH:16]1. The reactants are N#Cc1ccc2oc(-c3ccc(N)cc3)nc2c1, O=C(O)c1cnn(-c2ccccc2)c1C(F)(F)F. Yields the product N#Cc1ccc2oc(-c3ccc(NC(=O)c4cnn(-c5ccccc5)c4C(F)(F)F)cc3)nc2c1. RXN SMILES: [NH2:1][c:2]1[cH:3][cH:4][c:5](-[c:8]2[o:9][c:10]3[c:11]([n:12]2)[cH:13][c:14]([C:17]#[N:18])[cH:15][cH:16]3)[cH:6][cH:7]1.[c:19]1(-[n:25]2[n:26][cH:27][c:28]([C:34](=[O:35])[OH:36])[c:29]2[C:30]([F:31])([F:32])[F:33])[cH:20][cH:21][cH:22][cH:23][cH:24]1>>[NH:1]([c:2]1[cH:3][cH:4][c:5](-[c:8]2[o:9][c:10]3[c:11]([n:12]2)[cH:13][c:14]([C:17]#[N:18])[cH:15][cH:16]3)[cH:6][cH:7]1)[C:34]([c:28]1[cH:27][n:26][n:25](-[c:19]2[cH:20][cH:21][cH:22][cH:23][cH:24]2)[c:29]1[C:30]([F:31])([F:32])[F:33])=[O:35]. The reactants are Cl (HCl), [Cl-].[Na+] (sodium chloride), ClS(=O)(=O)N=C=O (chlorosulfonyl isocyanate), C1(=CC=CC=C1)CO (phenylmethanol), C12NC(C(CC1)C2)C(=O)OCC (ethyl 2-azabicyclo[2,2,1]heptan-3-carboxylate). The solvent is C(Cl)Cl (methylene chloride), C(Cl)Cl (methylene chloride), C(C)N(CC)CC (triethylamine). Run at time 2 hour. Yields the product C(=O)(OCC1=CC=CC=C1)NS(=O)(=O)N1C2CCC(C1C(=O)OCC)C2 (ethyl N-(carbobenzyloxyaminosulfonyl)-2-azabicyclo [2,2,1]-heptan-3-carboxylate). Isolated yield 58.5%. As a reaction SMILES: Cl[S:2]([N:5]=[C:6]=[O:7])(=[O:4])=[O:3].[C:8]1([CH2:14][OH:15])[CH:13]=[CH:12][CH:11]=[CH:10][CH:9]=1.[CH:16]12[CH2:22][CH:19]([CH2:20][CH2:21]1)[CH:18]([C:23]([O:25][CH2:26][CH3:27])=[O:24])[NH:17]2.Cl.[Cl-].[Na+]>C(Cl)Cl.C(N(CC)CC)C>[C:6]([NH:5][S:2]([N:17]1[CH:18]([C:23]([O:25][CH2:26][CH3:27])=[O:24])[CH:19]2[CH2:22][CH:16]1[CH2:21][CH2:20]2)(=[O:4])=[O:3])([O:15][CH2:14][C:8]1[CH:13]=[CH:12][CH:11]=[CH:10][CH:9]=1)=[O:7] |f:4.5|. Procedure: To a stirred solution of 16.61 ml (191.31 mmol) of chlorosulfonyl isocyanate in methylene chloride was added phenylmethanol (19.92 ml, 191.31 mmol) at 0° C. After stirring the above solution for 2 hours at this temperature, a solution of 30.84 g (182.2 mmol) of ethyl 2-azabicyclo[2,2,1]heptan-3-carboxylate in methylene chloride containing triethylamine (42.92 ml) was added at 0° C. and the resulting mixture was stirred overnight allowing the mixture to warm to room temperature. The reaction mixt... Reactants: FC(CNC(=O)NC=1C=C(C=CC1)C1=CN=C2N1N=CC(=C2)C=2C=NN(C2)C(C(=O)O)C)(F)F (2-(4-{3-[3-({[(2,2,2-trifluoroethyl)amino]carbonyl}amino)phenyl]imidazo[1,2-b]pyridazin-7-yl}-1H-pyrazol-1-yl)propanoic acid), Cl.N1CCC(CC1)C#N (piperidine-4-carbonitrile hydrochloride). The product is C(#N)C1CCN(CC1)C(C(C)N1N=CC(=C1)C1=CC=2N(N=C1)C(=CN2)C=2C=C(C=CC2)NC(=O)NCC(F)(F)F)=O (N-[3-(7-{1-[2-(4-Cyanopiperidin-1-yl)-1-methyl-2-oxoethyl]-1H-pyrazol-4-yl}imidazo[1,2-b]pyridazin-3-yl)phenyl]-N′-(2,2,2-trifluoroethyl)urea). Reaction SMILES: [F:1][C:2]([F:34])([F:33])[CH2:3][NH:4][C:5]([NH:7][C:8]1[CH:9]=[C:10]([C:14]2[N:18]3[N:19]=[CH:20][C:21]([C:23]4[CH:24]=[N:25][N:26]([CH:28]([CH3:32])[C:29]([OH:31])=O)[CH:27]=4)=[CH:22][C:17]3=[N:16][CH:15]=2)[CH:11]=[CH:12][CH:13]=1)=[O:6].Cl.[NH:36]1[CH2:41][CH2:40][CH:39]([C:42]#[N:43])[CH2:38][CH2:37]1>>[C:42]([CH:39]1[CH2:40][CH2:41][N:36]([C:29](=[O:31])[CH:28]([N:26]2[CH:27]=[C:23]([C:21]3[CH:20]=[N:19][N:18]4[C:14]([C:10]5[CH:9]=[C:8]([NH:7][C:5]([NH:4][CH2:3][C:2]([F:33])([F:34])[F:1])=[O:6])[CH:13]=[CH:12][CH:11]=5)=[CH:15][N:16]=[C:17]4[CH:22]=3)[CH:24]=[N:25]2)[CH3:32])[CH2:37][CH2:38]1)#[N:43] |f:1.2|. Reported procedure: This compound was prepared by using procedures analogous to those described for the synthesis of Example 54, Step 3 starting from 2-(4-{3-[3-({[(2,2,2-trifluoroethyl)amino]carbonyl}amino)phenyl]imidazo[1,2-b]pyridazin-7-yl}-1H-pyrazol-1-yl)propanoic acid and piperidine-4-carbonitrile hydrochloride (and Cat. No.). LCMS (M+H)+: m/z=566.2. Starting materials: C(C1=CC=CC=C1)NC1=NC=CC(=C1)C1=C(N=C(S1)N)C1=CC(=CC=C1)C ([5-(2-benzylamino-4-pyridyl)-4-(3-methylphenyl)-1,3-thiazol-2-yl]amine), Cl.C(C1=CN=CC=C1)(=O)Cl (nicotinoyl chloride hydrochloride), C(O)([O-])=O.[Na+] (sodium hydrogen carbonate). The reagents and catalysts are CN(C1=CC=NC=C1)C (4-dimethylaminopyridine). The solvent is CN(C(C)=O)C (N,N-dimethylacetamide). Run at temperature 80 celsius, time 14 hour. The product is C(C1=CC=CC=C1)NC1=NC=CC(=C1)C1=C(N=C(S1)NC(C1=CN=CC=C1)=O)C1=CC(=CC=C1)C (N-[5-(2-benzylamino-4-pyridyl)-4-(3-methylphenyl)-1,3-thiazol-2-yl]nicotinamide). Yield: 41.9%. As a reaction SMILES: [CH2:1]([NH:8][C:9]1[CH:14]=[C:13]([C:15]2[S:19][C:18]([NH2:20])=[N:17][C:16]=2[C:21]2[CH:26]=[CH:25][CH:24]=[C:23]([CH3:27])[CH:22]=2)[CH:12]=[CH:11][N:10]=1)[C:2]1[CH:7]=[CH:6][CH:5]=[CH:4][CH:3]=1.Cl.[C:29](Cl)(=[O:36])[C:30]1[CH:35]=[CH:34][CH:33]=[N:32][CH:31]=1.C(=O)([O-])O.[Na+]>CN(C)C1C=CN=CC=1.CN(C)C(=O)C>[CH2:1]([NH:8][C:9]1[CH:14]=[C:13]([C:15]2[S:19][C:18]([NH:20][C:29](=[O:36])[C:30]3[CH:35]=[CH:34][CH:33]=[N:32][CH:31]=3)=[N:17][C:16]=2[C:21]2[CH:26]=[CH:25][CH:24]=[C:23]([CH3:27])[CH:22]=2)[CH:12]=[CH:11][N:10]=1)[C:2]1[CH:3]=[CH:4][CH:5]=[CH:6][CH:7]=1 |f:1.2,3.4|. Procedure details: To a solution of [5-(2-benzylamino-4-pyridyl)-4-(3-methylphenyl)-1,3-thiazol-2-yl]amine (0.52 g, 1.4 mmol) and 4-dimethylaminopyridine (0.051 g, 0.42 mmol) in N,N-dimethylacetamide (10 mL) was added nicotinoyl chloride hydrochloride (0.37 g, 2.1 mmol), and the mixture was stirred at 80° C. for 14 hrs. Into the reaction mixture was poured aqueous sodium hydrogen carbonate solution and the mixture was extracted with ethyl acetate. The extract was washed with saturated brine, dried and concentrated... Starting materials: OC1=CC(=NC=2N1N=C(C2C2=C(C=C(C=C2)OC)OC)C)C (7-hydroxy-2,5-dimethyl-3-(2,4-dimethoxyphenyl)-pyrazolo[1,5-a] pyrimidine), O=P(Cl)(Cl)Cl (POCl3), C(=O)(O)[O-].[Na+] (NaHCO3). The solvent is C(Cl)Cl (CH2Cl2). Run at time 2 hour. Yields the product ClC1=CC(=NC=2N1N=C(C2C2=C(C=C(C=C2)OC)OC)C)C (7-Chloro-2,5-dimethyl-3-(2,4-dimethoxyphenyl)-pyrazolo[1,5-a]pyrimidine). Reaction SMILES: O[C:2]1[N:7]2[N:8]=[C:9]([CH3:21])[C:10]([C:11]3[CH:16]=[CH:15][C:14]([O:17][CH3:18])=[CH:13][C:12]=3[O:19][CH3:20])=[C:6]2[N:5]=[C:4]([CH3:22])[CH:3]=1.C([O-])(O)=O.[Na+].O=P(Cl)(Cl)[Cl:30]>C(Cl)Cl>[Cl:30][C:2]1[N:7]2[N:8]=[C:9]([CH3:21])[C:10]([C:11]3[CH:16]=[CH:15][C:14]([O:17][CH3:18])=[CH:13][C:12]=3[O:19][CH3:20])=[C:6]2[N:5]=[C:4]([CH3:22])[CH:3]=1 |f:1.2|. Reported procedure: Slurry 7-hydroxy-2,5-dimethyl-3-(2,4-dimethoxyphenyl)-pyrazolo[1,5-a] pyrimidine in 10 mL POCl3 and reflux at 130° C. under N2. After 2 h, monitoring by TLC (alcohol Rf=0.5, chloride Rf=1.0; EtOAc as eluent), quench the reaction carefully at ambient temperature by diluting with 50 mL CH2Cl2 and pouring slowly into non-stirring saturated NaHCO3. Adjust stirring speed to control rate of quenching of residual POCl3 and stir until gas evolution ceases. Separate the layers and extract the aqueous lay... The reactants are [OH-].[Na+] (NaOH), COC1=CC=C(C2=C1OCCCO2)C(=O)OC (methyl 3,4-dihydro-9-methoxy-2H-1,5-benzodioxepin-6-carboxylate). Run in C1CCOC1 (THF). Run at time 8 hour. Product: COC1=CC=C(C2=C1OCCCO2)C(=O)O (9-methoxy-3,4-dihydro-2H-1,5-benzodioxepin-6-carboxylic acid). RXN SMILES: [OH-].[Na+].[CH3:3][O:4][C:5]1[C:10]2[O:11][CH2:12][CH2:13][CH2:14][O:15][C:9]=2[C:8]([C:16]([O:18]C)=[O:17])=[CH:7][CH:6]=1>C1COCC1>[CH3:3][O:4][C:5]1[C:10]2[O:11][CH2:12][CH2:13][CH2:14][O:15][C:9]=2[C:8]([C:16]([OH:18])=[O:17])=[CH:7][CH:6]=1 |f:0.1|. Reported procedure: A NaOH solution (500 ml, 2N) was added to a solution of intermediate (7) in THF (250 ml). The mixture was stirred at room temperature overnight. The solvent was evaporated partially. The residue was extrated with DCM. The mixture was separated into its layers. The aqueous layer was acidified with a concentrated HCl solution until pH=1 to 2. The solid was filtered off, washed with water and dried, yielding 35.5 g of 9-methoxy-3,4-dihydro-2H-1,5-benzodioxepin-6-carboxylic acid (intermediate 8). Reactants: FC1=C(C=CC(=C1)C(F)(F)F)C1=CC(=C(S1)CO[Si](C(C)C)(C(C)C)C(C)C)C (({5-[2-fluoro-4-(trifluoromethyl)phenyl]-3-methylthien-2-yl}methoxy)(triisopropyl)silane), CC1=C(SC(=C1)C1=CC=C(C=C1)OC(F)(F)F)CO ({3-methyl-5-[4-(trifluoromethoxy)phenyl]thien-2-yl}methanol), CC1=C(SC(=C1)C1=CC=C(C=C1)OC(F)(F)F)CO ({3-methyl-5-[4-(trifluoromethoxy)phenyl]thien-2-yl}methanol), FC1=C(C=CC(=C1)C(F)(F)F)C1=CC(=C(S1)CO[Si](C(C)C)(C(C)C)C(C)C)C (({5-[2-fluoro-4-(trifluoromethyl)phenyl]-3-methylthien-2-yl}methoxy)(triisopropyl)silane). Yields the product FC1=C(C=CC(=C1)C(F)(F)F)C1=CC(=C(S1)CO)C ({5-[2-fluoro-4-(trifluoromethyl)phenyl]-3-methylthien-2-yl}methanol). RXN SMILES: CC1C=C(C2C=CC(OC(F)(F)F)=CC=2)SC=1CO.[F:20][C:21]1[CH:26]=[C:25]([C:27]([F:30])([F:29])[F:28])[CH:24]=[CH:23][C:22]=1[C:31]1[S:35][C:34]([CH2:36][O:37][Si](C(C)C)(C(C)C)C(C)C)=[C:33]([CH3:48])[CH:32]=1>>[F:20][C:21]1[CH:26]=[C:25]([C:27]([F:30])([F:29])[F:28])[CH:24]=[CH:23][C:22]=1[C:31]1[S:35][C:34]([CH2:36][OH:37])=[C:33]([CH3:48])[CH:32]=1. Procedure: The title compound was prepared using a method analogous to that used for the preparation of {{3-methyl-5-[4-(trifluoromethoxy)phenyl]thien-2-yl}methanol (intermediate 118) using ({5-[2-fluoro-4-(trifluoromethyl)phenyl]-3-methylthien-2-yl}methoxy)(triisopropyl)silane (intermediate 123).